This data is from the Open Reaction Database (ORD), a public repository of structured organic reaction records. The task is: describe an organic reaction: reactants, conditions, products, and yield Starting materials: CC(C)c1nc2c(c(C3CCCC3)c1C(O)c1ccc(C(F)(F)F)cc1)C(O[Si](C)(C)C(C)(C)C)CC(C)(C)C2, O=C([O-])O, CCN(CC)S(F)(F)F, ClCCl, [Na+]. Product: CC(C)c1nc2c(c(C3CCCC3)c1C(F)c1ccc(C(F)(F)F)cc1)C(O[Si](C)(C)C(C)(C)C)CC(C)(C)C2. RXN SMILES: [C:10]([CH3:11])([CH3:12])([CH3:13])[Si:14]([O:15][CH:16]1[c:17]2[c:18]([CH:43]3[CH2:44][CH2:45][CH2:46][CH2:47]3)[c:19]([CH:31]([OH:32])[c:33]3[cH:34][cH:35][c:36]([C:39]([F:40])([F:41])[F:42])[cH:37][cH:38]3)[c:20]([CH:28]([CH3:29])[CH3:30])[n:21][c:22]2[CH2:23][C:24]([CH3:26])([CH3:27])[CH2:25]1)([CH3:48])[CH3:49].[C:50](=[O:51])([OH:52])[O-:53].[CH2:1]([N:2]([S:3]([F:4])([F:5])[F:7])[CH2:6][CH3:8])[CH3:9].[Cl:55][CH2:56][Cl:57].[Na+:54]>>[F:7][CH:31]([c:19]1[c:18]([CH:43]2[CH2:44][CH2:45][CH2:46][CH2:47]2)[c:17]2[c:22]([n:21][c:20]1[CH:28]([CH3:29])[CH3:30])[CH2:23][C:24]([CH3:26])([CH3:27])[CH2:25][CH:16]2[O:15][Si:14]([C:10]([CH3:11])([CH3:12])[CH3:13])([CH3:48])[CH3:49])[c:33]1[cH:34][cH:35][c:36]([C:39]([F:40])([F:41])[F:42])[cH:37][cH:38]1. Starting materials: O (water), FC1=CC=C(C=C1)C(=NCCC1=CC=CC=C1)C1CCN(CC1)S(=O)(=O)C1=CC=CC=C1 (α-(4-fluorophenyl)-N-(2-phenylethyl)-1-(phenylsulfonyl)-4-piperidinemethanimine), [H-].[H-].[H-].[H-].[Li+].[Al+3] (LiAlH4), solution, [OH-].[Na+] (NaOH). Solvent: C1CCOC1 (THF). Conditions: time 8.5 hour. Yields the product FC1=CC=C(C=C1)C(NCCC1=CC=CC=C1)C1CCN(CC1)S(=O)(=O)C1=CC=CC=C1 (α-(4-Fluorophenyl)-N-(2-phenylethyl)-1-(phenylsulfonyl)-4-piperidinemethanamine). Isolated yield 73.5%. As a reaction SMILES: [F:1][C:2]1[CH:7]=[CH:6][C:5]([C:8]([CH:18]2[CH2:23][CH2:22][N:21]([S:24]([C:27]3[CH:32]=[CH:31][CH:30]=[CH:29][CH:28]=3)(=[O:26])=[O:25])[CH2:20][CH2:19]2)=[N:9][CH2:10][CH2:11][C:12]2[CH:17]=[CH:16][CH:15]=[CH:14][CH:13]=2)=[CH:4][CH:3]=1.[H-].[H-].[H-].[H-].[Li+].[Al+3].[OH-].[Na+].O>C1COCC1>[F:1][C:2]1[CH:7]=[CH:6][C:5]([CH:8]([CH:18]2[CH2:19][CH2:20][N:21]([S:24]([C:27]3[CH:28]=[CH:29][CH:30]=[CH:31][CH:32]=3)(=[O:25])=[O:26])[CH2:22][CH2:23]2)[NH:9][CH2:10][CH2:11][C:12]2[CH:17]=[CH:16][CH:15]=[CH:14][CH:13]=2)=[CH:4][CH:3]=1 |f:1.2.3.4.5.6,7.8|. Procedure: A mixture of 10.0 g (0.022 mol) of α-(4-fluorophenyl)-N-(2-phenylethyl)-1-(phenylsulfonyl)-4-piperidinemethanimine and 1.0 g (0.025 mol) of LiAlH4 in 200 mL of dry THF was stirred at room temperature for 8.5 hr. A 10 mL solution of 10% NaOH was slowly added followed by 100 mL of water. The mixture was extracted with CH2Cl2, and the solution was dried (MgSO4). The solvent was removed in vacuo to give an oil. This was crystallized from 200 ml of methanol to give 7.32 g (72.9%) of a white crystalli... Reactants: CC(=CC(=O)O)CCC=C(CCC=C(CCC=C(C)C)C)C (3,7,11,15-tetramethyl-2,6,10,14-hexadecatetraenoic acid), N(CCO)CCO (diethanolamine). Product: CC(=CC(=O)N(CCO)CCO)CCC=C(CCC=C(CCC=C(C)C)C)C (N-(3,7,11,15-Tetramethyl-2,6,10,14-hexadecatetraenoyl)-diethanolamine). The yield is 90.0%. As a reaction SMILES: [CH3:1][C:2]([CH2:7][CH2:8][CH:9]=[C:10]([CH3:22])[CH2:11][CH2:12][CH:13]=[C:14]([CH3:21])[CH2:15][CH2:16][CH:17]=[C:18]([CH3:20])[CH3:19])=[CH:3][C:4]([OH:6])=O.[NH:23]([CH2:27][CH2:28][OH:29])[CH2:24][CH2:25][OH:26]>>[CH3:1][C:2]([CH2:7][CH2:8][CH:9]=[C:10]([CH3:22])[CH2:11][CH2:12][CH:13]=[C:14]([CH3:21])[CH2:15][CH2:16][CH:17]=[C:18]([CH3:20])[CH3:19])=[CH:3][C:4]([N:23]([CH2:27][CH2:28][OH:29])[CH2:24][CH2:25][OH:26])=[O:6]. Procedure: The procedure of Example 1 was repeated except that 6.1 g of 3,7,11,15-tetramethyl-2,6,10,14-hexadecatetraenoic acid and 2.9 ml of diethanolamine were used as starting materials. 7.0 g (yield 90%) of the title compound was obtained as a colorless oil. Reactants: ClC=1C(C(=C(C(C1Cl)=O)C#N)C#N)=O (2,3-dichloro-5,6-dicyano-1,4-benzoquinone), C1(=C(C=CC=C1)[Mg]Cl)C (o-Tolylmagnesium chloride), ClC1=NC=C(C(=O)N(CC)CC)C=C1 (6-chloro-N,N-diethyl-nicotinamide), CO (methanol). Run in C1CCOC1 (THF). Reaction conditions: temperature 0 celsius, time 2 hour. Product: ClC1=NC=C(C(=O)N(CC)CC)C(=C1)C1=C(C=CC=C1)C (6-chloro-N,N-diethyl-4-o-tolyl-nicotinamide). Isolated yield 87.1%. RXN SMILES: [C:1]1([CH3:9])[CH:6]=[CH:5][CH:4]=[CH:3][C:2]=1[Mg]Cl.[Cl:10][C:11]1[CH:23]=[CH:22][C:14]([C:15]([N:17]([CH2:20][CH3:21])[CH2:18][CH3:19])=[O:16])=[CH:13][N:12]=1.CO.ClC1C(=O)C(C#N)=C(C#N)C(=O)C=1Cl>C1COCC1>[Cl:10][C:11]1[CH:23]=[C:22]([C:2]2[CH:3]=[CH:4][CH:5]=[CH:6][C:1]=2[CH3:9])[C:14]([C:15]([N:17]([CH2:18][CH3:19])[CH2:20][CH3:21])=[O:16])=[CH:13][N:12]=1. Procedure: 7.62 ml (7.62 mMol) o-Tolylmagnesium chloride solution (1M in THF) were added over 15 minutes to a solution of 0.60 g (2.54 mMol) 6-chloro-N,N-diethyl-nicotinamide in 3.0 ml THF cooled to 0° C. The reaction mixture was stirred 2 hours at room temperature, then cooled again to 0° C. and 0.41 ml methanol (10.1 mMol) were added followed by 692 mg 2,3-dichloro-5,6-dicyano-1,4-benzoquinone (3.1 mMol). After stirring 2 hours at room temperature, the reaction mixture was concentrated under reduced pres...